The task is: describe an organic reaction: reactants, conditions, products, and yield. This data is from the Open Reaction Database (ORD), a public repository of structured organic reaction records. Starting materials: CCOC(=O)C=C(C)CP(=O)(OCC)OCC, CC[O-], CN(C)C=O, CSC(C)(C)CCCC(C)CC=O, [Na+]. Yields the product CCOC(=O)C=C(C)C=CCC(C)CCCC(C)(C)SC. RXN SMILES: [CH2:18]([CH3:19])[O:20][C:21](=[O:22])[CH:23]=[C:24]([CH2:25][P:26](=[O:27])([O:28][CH2:29][CH3:30])[O:31][CH2:32][CH3:33])[CH3:34].[CH3:2][CH2:3][O-:4].[CH3:35][N:36]([CH3:37])[CH:38]=[O:39].[CH3:5][S:6][C:7]([CH2:8][CH2:9][CH2:10][CH:11]([CH2:12][CH:13]=[O:14])[CH3:15])([CH3:16])[CH3:17].[Na+:1]>>[CH3:5][S:6][C:7]([CH2:8][CH2:9][CH2:10][CH:11]([CH2:12][CH:13]=[CH:25][C:24](=[CH:23][C:21]([O:20][CH2:18][CH3:19])=[O:22])[CH3:34])[CH3:15])([CH3:16])[CH3:17]. Reactants: NC=1C=CC=C2C(C=C(OC12)C1=C(C=CC=C1)C(F)(F)F)=O (8-amino-2-(2-(trifluoromethyl)phenyl)-4H-chromen-4-one), N1=CC=CC=C1 (pyridine), S(=O)(Cl)Cl (Thionylchloride), O=C1CCC(N1)C(=O)O (5-oxopyrrolidine-2-carboxylic acid). The reagents and catalysts are CN(C)C=O (DMF). Solvent: C1CCOC1 (THF), C1CCOC1 (THF). Conditions: time 2 hour. Product: O=C1CCC(N1)C(=O)NC=1C=CC=C2C(C=C(OC12)C1=C(C=CC=C1)C(F)(F)F)=O (5-oxo-N-(4-oxo-2-(2-(trifluoromethyl)phenyl)-4H-chromen-8-yl)pyrrolidine-2-carboxamide). RXN SMILES: S(Cl)(Cl)=O.[O:5]=[C:6]1[NH:10][CH:9]([C:11]([OH:13])=O)[CH2:8][CH2:7]1.[NH2:14][C:15]1[CH:16]=[CH:17][CH:18]=[C:19]2[C:24]=1[O:23][C:22]([C:25]1[CH:30]=[CH:29][CH:28]=[CH:27][C:26]=1[C:31]([F:34])([F:33])[F:32])=[CH:21][C:20]2=[O:35].N1C=CC=CC=1>C1COCC1.CN(C=O)C>[O:5]=[C:6]1[NH:10][CH:9]([C:11]([NH:14][C:15]2[CH:16]=[CH:17][CH:18]=[C:19]3[C:24]=2[O:23][C:22]([C:25]2[CH:30]=[CH:29][CH:28]=[CH:27][C:26]=2[C:31]([F:34])([F:32])[F:33])=[CH:21][C:20]3=[O:35])=[O:13])[CH2:8][CH2:7]1. Reported procedure: Thionylchloride (236 mg, 2.0 mmol) was added to a solution of 5-oxopyrrolidine-2-carboxylic acid 120 (170 mg, 1.32 mmol) in THF (5 mL) at 0° C. DMF (1 drop) was added and the solution was allowed to warm to room temperature for 2 h then cooled to 0° C. A solution of 8-amino-2-(2-(trifluoromethyl)phenyl)-4H-chromen-4-one 11 (100 mg, 0.33 mmol) and pyridine (0.5 mL) in THF (1 mL) was added and the reaction mixture was allowed to warm to room temperature and stirred for 2 h. The reaction mixture wa... The reactants are CC(=O)[O-], CC(=O)[O-], OB(O)C1CC1, CC(Cl)Cl, [Cu+2], O=[N+]([O-])c1cc[nH]n1, [Na+], [Na+], O=C([O-])[O-], c1ccc(-c2ccccn2)nc1. Yields the product O=[N+]([O-])c1ccn(C2CC2)n1. Reaction SMILES: [C:33]([O-:34])(=[O:35])[CH3:36].[C:38]([O-:39])(=[O:40])[CH3:41].[CH:9]1([B:12]([OH:13])[OH:14])[CH2:10][CH2:11]1.[Cl:42][CH:43]([Cl:44])[CH3:45].[Cu+2:37].[N+:1](=[O:2])([O-:3])[c:4]1[n:5][nH:6][cH:7][cH:8]1.[Na+:15].[Na+:16].[O-:17][C:18](=[O:19])[O-:20].[n:21]1[cH:22][cH:23][cH:24][cH:25][c:26]1-[c:27]1[cH:28][cH:29][cH:30][cH:31][n:32]1>>[N+:1](=[O:2])([O-:3])[c:4]1[n:5][n:6]([CH:9]2[CH2:10][CH2:11]2)[cH:7][cH:8]1. Starting materials: [B-](F)(F)(F)F.CC[O+](CC)CC (triethyloxonium fluoborate), FC(C=1C=C(NC(C(C)C)=O)C=CC1)(F)F (3'-trifluoromethylisobutyranilide). Run in ClCCl (dichloromethane), ClCCl (dichloromethane). Product: C(C)OC(C(C)C)=NC1=CC(=CC=C1)C(F)(F)F (Ethyl-N-(3-trifluoromethylphenyl)isobutyrimidate). RXN SMILES: [B-](F)(F)(F)F.[CH3:6][CH2:7][O+](CC)CC.[F:13][C:14]([F:28])([F:27])[C:15]1[CH:16]=[C:17]([CH:24]=[CH:25][CH:26]=1)[NH:18][C:19](=[O:23])[CH:20]([CH3:22])[CH3:21]>ClCCl>[CH2:6]([O:23][C:19](=[N:18][C:17]1[CH:24]=[CH:25][CH:26]=[C:15]([C:14]([F:27])([F:28])[F:13])[CH:16]=1)[CH:20]([CH3:22])[CH3:21])[CH3:7] |f:0.1|. Procedure details: Add a solution of 5.0 g. (0.03 moles) of triethyloxonium fluoborate in 13 ml. of dichloromethane to a solution of 7.3 g. (0.03 moles) of 3'-trifluoromethylisobutyranilide in 60 ml. of dichloromethane and reflux for 20 hours. Remove 50 ml. of dichloromethane and add 150 ml. of dry ether to precipitate out the product of this example as its fluoborate salt, m.p.=95°-100°C.